Task: describe an organic reaction: reactants, conditions, products, and yield. Dataset: the Open Reaction Database (ORD), a public repository of structured organic reaction records The reactants are CC(C)(C)[O-], CN(C)C=O, Cc1ncc2n1-c1ccc(Cl)cc1C(c1ccccc1F)=NC2, [K+]. The product is Cc1ncc2n1-c1ccc(Cl)cc1C(c1ccccc1F)N=C2. RXN SMILES: [CH3:1][C:2]([CH3:3])([O-:4])[CH3:5].[CH3:30][N:31]([CH3:32])[CH:33]=[O:34].[Cl:7][c:8]1[cH:9][cH:10][c:11]2[c:12]([cH:29]1)[C:13]([c:22]1[c:23]([F:28])[cH:24][cH:25][cH:26][cH:27]1)=[N:14][CH2:15][c:16]1[n:17]-2[c:18]([CH3:21])[n:19][cH:20]1.[K+:6]>>[Cl:7][c:8]1[cH:9][cH:10][c:11]2[c:12]([cH:29]1)[CH:13]([c:22]1[c:23]([F:28])[cH:24][cH:25][cH:26][cH:27]1)[N:14]=[CH:15][c:16]1[n:17]-2[c:18]([CH3:21])[n:19][cH:20]1. Starting materials: COc1cc2c(cc1OC)-c1c(C#N)sc(=N)n1CC2, O=C(Cl)c1ccccc1, O, c1ccncc1. Yields the product COc1cc2c(cc1OC)-c1c(C#N)sc(=NC(=O)c3ccccc3)n1CC2. Reaction SMILES: [C:16](#[N:17])[c:18]1[s:19][c:20](=[NH:35])[n:21]2[c:22]1-[c:23]1[cH:24][c:25]([O:33][CH3:34])[c:26]([O:31][CH3:32])[cH:27][c:28]1[CH2:29][CH2:30]2.[C:7]([c:8]1[cH:9][cH:10][cH:11][cH:12][cH:13]1)(=[O:14])[Cl:15].[OH2:36].[cH:1]1[cH:2][cH:3][n:4][cH:5][cH:6]1>>[C:7]([c:8]1[cH:9][cH:10][cH:11][cH:12][cH:13]1)(=[O:14])[N:35]=[c:20]1[s:19][c:18]([C:16]#[N:17])[c:22]2[n:21]1[CH2:30][CH2:29][c:28]1[c:23]-2[cH:24][c:25]([O:33][CH3:34])[c:26]([O:31][CH3:32])[cH:27]1. Reactants: Intermediate 12, FC1=CC(=C(CNC(=O)C=2N=C3N(C(C2OCC2=CC=CC=C2)=O)CCCC3(C)C)C=C1)C(NC)=O (N-(4-fluoro-2-(methylcarbamoyl)benzyl)-3-(benzyloxy)-9,9-dimethyl-4-oxo-6,7,8,9-tetrahydro-4H-pyrido[1,2-a]pyrimidine-2-carboxamide), FC(C(=O)O)(F)F (trifluoroacetic acid). The product is FC1=CC(=C(CNC(=O)C=2N=C3N(C(C2O)=O)CCCC3(C)C)C=C1)C(NC)=O (N-(4-Fluoro-2-(methylcarbamoyl)benzyl)-3-hydroxy-9,9-dimethyl-4-oxo-6,7,8,9-tetrahydro-4H-pyrido[1,2-a]pyrimidine-2-carboxamide). Reaction SMILES: [F:1][C:2]1[CH:32]=[CH:31][C:5]([CH2:6][NH:7][C:8]([C:10]2[N:11]=[C:12]3[C:28]([CH3:30])([CH3:29])[CH2:27][CH2:26][CH2:25][N:13]3[C:14](=[O:24])[C:15]=2[O:16]CC2C=CC=CC=2)=[O:9])=[C:4]([C:33](=[O:36])[NH:34][CH3:35])[CH:3]=1.FC(F)(F)C(O)=O>>[F:1][C:2]1[CH:32]=[CH:31][C:5]([CH2:6][NH:7][C:8]([C:10]2[N:11]=[C:12]3[C:28]([CH3:30])([CH3:29])[CH2:27][CH2:26][CH2:25][N:13]3[C:14](=[O:24])[C:15]=2[OH:16])=[O:9])=[C:4]([C:33](=[O:36])[NH:34][CH3:35])[CH:3]=1. Procedure details: Intermediate 12, N-(4-fluoro-2-(methylcarbamoyl)benzyl)-3-(benzyloxy)-9,9-dimethyl-4-oxo-6,7,8,9-tetrahydro-4H-pyrido[1,2-a]pyrimidine-2-carboxamide was treated with trifluoroacetic acid, according to Method D to provide the title compound. 1H NMR (300 MHz, CDCl3) δ ppm: 11.76 (1 H, br), 8.84 (1 H, t, J=5.9 Hz), 7.46 (1 H, dd, J=8.4, 5.5 Hz), 7.04–7.18 (2 H, m), 6.22 (1 H, s), 4.57 (2 H, d, J=6.6 Hz), 3.93 (2 H, t, J=6.4 Hz), 3.00 (3 H, d, J=4.8 Hz), 1.88–2.00 (2 H, m), 1.67–1.74 (2 H, m), 1.33–... Reactants: C(C=C)Br (allyl bromide), ice, C(C#C)[C@H]1NC(OC1)=O ((R)-4-(prop-2-yn-1-yl)oxazolidin-2-one), C(=O)([O-])[O-].[Cs+].[Cs+] (Cs2CO3). Solvent: CN(C=O)C (N,N-dimethylformamide). Reaction conditions: time 8 hour. The product is C(C=C)N1C(OC[C@H]1CC#C)=O ((R)-3-allyl-4-(prop-2-yn-1-yl)oxazolidin-2-one). RXN SMILES: [CH2:1]([C@@H:4]1[CH2:8][O:7][C:6](=[O:9])[NH:5]1)[C:2]#[CH:3].C([O-])([O-])=O.[Cs+].[Cs+].[CH2:16](Br)[CH:17]=[CH2:18]>CN(C)C=O>[CH2:18]([N:5]1[C@H:4]([CH2:1][C:2]#[CH:3])[CH2:8][O:7][C:6]1=[O:9])[CH:17]=[CH2:16] |f:1.2.3|. Procedure details: To an ice-cooled suspension of Example 153B (1 g, 7.99 mmol) and Cs2CO3 (3.91 g, 11.99 mmol) in N,N-dimethylformamide (10 mL) was added dropwise allyl bromide (1.06 g, 8.79 mmol), and the reaction was stirred at room temperature overnight. The reaction mixture was partitioned between water (100 mL) and ethyl acetate (3×40 mL). The organic extracts were dried (Na2SO4), filtered, and concentrated to give the title compound which was used without further purification. MS (ESI+) m/z 166.0 (M+H)+. As a reaction SMILES: [NH:1]1[C:10]2[C:5](=[CH:6][CH:7]=[CH:8][CH:9]=2)[CH2:4][CH2:3][CH2:2]1.[CH:11]([O:14][C:15]1[CH:23]=[CH:22][C:21]([S:24]([CH3:27])(=[O:26])=[O:25])=[CH:20][C:16]=1[C:17](O)=[O:18])([CH3:13])[CH3:12]>>[N:1]1([C:17]([C:16]2[CH:20]=[C:21]([S:24]([CH3:27])(=[O:26])=[O:25])[CH:22]=[CH:23][C:15]=2[O:14][CH:11]([CH3:13])[CH3:12])=[O:18])[C:10]2[C:5](=[CH:6][CH:7]=[CH:8][CH:9]=2)[CH2:4][CH2:3][CH2:2]1. Procedure: Prepared in analogy to example 1.1 from 1,2,3,4-tetrahydro-quinoline (CA [635-46-1]) and 2-isopropoxy-5-methanesulfonyl-benzoic acid (Example 2.1). MS (m/e): 373.3 (M+). Reactants: N1CCCC2=CC=CC=C12 (1,2,3,4-tetrahydro-quinoline), C(C)(C)OC1=C(C(=O)O)C=C(C=C1)S(=O)(=O)C (2-isopropoxy-5-methanesulfonyl-benzoic acid). Yields the product N1(CCCC2=CC=CC=C12)C(=O)C1=C(C=CC(=C1)S(=O)(=O)C)OC(C)C ((3,4-Dihydro-2H-quinolin-1-yl)-(2-isopropoxy-5-methanesulfonyl-phenyl)-methanone). Starting materials: COC(=O)C1C2CCC(O2)C1NC(=O)OCc1ccccc1, CCOC(C)=O. Yields the product COC(=O)C1C2CCC(O2)C1N. Reaction SMILES: [CH2:1]([O:2][C:3](=[O:4])[NH:11][CH:12]1[CH:13]([C:19](=[O:20])[O:21][CH3:22])[CH:14]2[CH2:15][CH2:16][CH:17]1[O:18]2)[c:5]1[cH:6][cH:7][cH:8][cH:9][cH:10]1.[CH3:23][CH2:24][O:25][C:26](=[O:27])[CH3:28]>>[NH2:11][CH:12]1[CH:13]([C:19](=[O:20])[O:21][CH3:22])[CH:14]2[CH2:15][CH2:16][CH:17]1[O:18]2.